From a dataset of the Open Reaction Database (ORD), a public repository of structured organic reaction records. describe an organic reaction: reactants, conditions, products, and yield Starting materials: CCO, CCOC(=O)c1cc2c(=O)c3cc(C(C)(C)O)ccc3oc2nc1N, [Na+], [OH-]. Product: CC(C)(O)c1ccc2oc3nc(N)c(C(=O)O)cc3c(=O)c2c1. RXN SMILES: [CH3:28][CH2:29][OH:30].[NH2:1][c:2]1[c:3]([C:21](=[O:22])[O:23][CH2:24][CH3:25])[cH:4][c:5]2[c:6]([n:7]1)[o:8][c:9]1[c:10]([c:11]2=[O:12])[cH:13][c:14]([C:17]([CH3:18])([CH3:19])[OH:20])[cH:15][cH:16]1.[Na+:27].[OH-:26]>>[NH2:1][c:2]1[c:3]([C:21](=[O:22])[OH:23])[cH:4][c:5]2[c:6]([n:7]1)[o:8][c:9]1[c:10]([c:11]2=[O:12])[cH:13][c:14]([C:17]([CH3:18])([CH3:19])[OH:20])[cH:15][cH:16]1.